Dataset: the Open Reaction Database (ORD), a public repository of structured organic reaction records. Task: describe an organic reaction: reactants, conditions, products, and yield Reactants: [OH-].[Li+] (lithium hydroxide), NC1=C(C(=NC(=C1)C(C)(F)F)C(=O)OC)Cl (methyl 4-amino-3-chloro-6-(1,1-difluroethyl)-pyridine-2-carboxylate). Run in O (water), O1CCCC1 (tetrahydrofuran). Conditions: time 8 hour. Product: NC1=C(C(=NC(=C1)C(C)(F)F)C(=O)O)Cl (4-amino-3-chloro-6-(1,1-difluoroethyl)-pyridine-2-carboxylic acid). Isolated yield 69.8%. Reaction SMILES: [OH-].[Li+].[NH2:3][C:4]1[CH:9]=[C:8]([C:10]([F:13])([F:12])[CH3:11])[N:7]=[C:6]([C:14]([O:16]C)=[O:15])[C:5]=1[Cl:18]>O.O1CCCC1>[NH2:3][C:4]1[CH:9]=[C:8]([C:10]([F:13])([F:12])[CH3:11])[N:7]=[C:6]([C:14]([OH:16])=[O:15])[C:5]=1[Cl:18] |f:0.1|. Reported procedure: A solution of lithium hydroxide (159 mg, 1.27 mmol) in water (6 mL) was added to a solution of methyl 4-amino-3-chloro-6-(1,1-difluroethyl)-pyridine-2-carboxylate (159 mg, 0.63 mmol) in tetrahydrofuran (6 mL). The mixture was vigorously stirred at room temperature overnight and was then concentrated to near dryness. After adding water, the reaction mixture was washed once with ethyl acetate to remove unreacted starting material. The aqueous layer was then acidified to pH<3 with 1N HCl and extrac... The reactants are COC(CCCCCOC=1C(=CC2=C(N(C(=N2)C2=CC=CC=C2)C2=CC=C(C=C2)OC)C1)N)=O (6-[(5-Amino-1-(4-methoxyphenyl)-2-phenyl-1H-benzimidazol-6-yl)oxy]hexanoic acid methyl ester), ClC1=CC=C(C=C1)S(=O)(=O)Cl (4-chlorobenzenesulfonic acid chloride). Product: COC(CCCCCOC=1C(=CC2=C(N(C(=N2)C2=CC=CC=C2)C2=CC=C(C=C2)OC)C1)NS(=O)(=O)C1=CC=C(C=C1)Cl)=O (6-[[5-[[(4-Chlorophenyl)sulfonyl]amino]-1-(4-methoxyphenyl)-2-phenyl-1H-benzimidazol-6-yl]oxy]hexanoic acid methyl ester). RXN SMILES: [CH3:1][O:2][C:3](=[O:34])[CH2:4][CH2:5][CH2:6][CH2:7][CH2:8][O:9][C:10]1[C:11]([NH2:33])=[CH:12][C:13]2[N:17]=[C:16]([C:18]3[CH:23]=[CH:22][CH:21]=[CH:20][CH:19]=3)[N:15]([C:24]3[CH:29]=[CH:28][C:27]([O:30][CH3:31])=[CH:26][CH:25]=3)[C:14]=2[CH:32]=1.[Cl:35][C:36]1[CH:41]=[CH:40][C:39]([S:42](Cl)(=[O:44])=[O:43])=[CH:38][CH:37]=1>>[CH3:1][O:2][C:3](=[O:34])[CH2:4][CH2:5][CH2:6][CH2:7][CH2:8][O:9][C:10]1[C:11]([NH:33][S:42]([C:39]2[CH:40]=[CH:41][C:36]([Cl:35])=[CH:37][CH:38]=2)(=[O:44])=[O:43])=[CH:12][C:13]2[N:17]=[C:16]([C:18]3[CH:23]=[CH:22][CH:21]=[CH:20][CH:19]=3)[N:15]([C:24]3[CH:29]=[CH:28][C:27]([O:30][CH3:31])=[CH:26][CH:25]=3)[C:14]=2[CH:32]=1. Procedure: 6-[(5-Amino-1-(4-methoxyphenyl)-2-phenyl-1H-benzimidazol-6-yl)oxy]hexanoic acid methyl ester was reacted with 4-chlorobenzenesulfonic acid chloride according to general operating instructions 13. Reactants: ClC=1C(=NC=NC1CC)NCCCCCCSC (5-chloro-N-(6-methylthiohexyl)-6-ethyl-4-pyrimidineamine), ClC=1C(=NC=NC1C)N(CCCCCCCCSC)C(=O)Cl (5-chloro-N-chlorocarbonyl-N-(8-methylthiooctyl)-6-methyl-4-pyrimidineamine), CSCCCCCCCCC1=NC2=CC=CC=C2C(=N1)N (8-methylthiooctyl-4-quinazolineamine). Product: ClC=1C(=NC=NC1CC)N(CCCCCCCCSC)C(=O)Cl (5-chloro-N-chlorocarbonyl-N-(8-methylthiooctyl)-6-ethyl-4-pyrimidineamine). RXN SMILES: Cl[C:2]1C(NCCCCCCSC)=NC=NC=1CC.[Cl:19][C:20]1[C:21]([N:27]([C:38]([Cl:40])=[O:39])[CH2:28][CH2:29][CH2:30][CH2:31][CH2:32][CH2:33][CH2:34][CH2:35][S:36][CH3:37])=[N:22][CH:23]=[N:24][C:25]=1[CH3:26].CSCCCCCCCCC1N=C(N)C2C(=CC=CC=2)N=1>>[Cl:19][C:20]1[C:21]([N:27]([C:38]([Cl:40])=[O:39])[CH2:28][CH2:29][CH2:30][CH2:31][CH2:32][CH2:33][CH2:34][CH2:35][S:36][CH3:37])=[N:22][CH:23]=[N:24][C:25]=1[CH2:26][CH3:2]. Reported procedure: In the same manner as mentioned above, 5-chloro-N-(6-methylthiohexyl)-6-ethyl-4-pyrimidineamine, 5-chloro-N-chlorocarbonyl-N-(8-methylthiooctyl)-6-methyl-4-pyrimidineamine and N-chlorocarbonyl-N-(8-methylthiooctyl-4-quinazolineamine were synthesized. The reactants are NC1=NC=CC(=C1)C1=C(N=C2N1N=C(C=C2)N2CC1C(C2)CN(C1)C(=O)OCCCC)C1=CC=C(C=C1)Cl (butyl 5-[3-(2-aminopyrid-4-yl)-2-(4-chlorophenyl)-imidazo[1,2-b]pyridazin-6-yl]hexahydropyrrolo[3,4-c]pyrrole-2-carboxylate), Cl (hydrochloric acid). Run in ClCCl (dichloromethane). Conditions: time 1 hour. Yields the product ClC1=CC=C(C=C1)C=1N=C2N(N=C(C=C2)N2CC3CNCC3C2)C1C1=CC(=NC=C1)N (4-[2-(4-Chlorophenyl)-6-(hexahydropyrrolo[3,4-c]pyrrol-2-yl)imidazo[1,2-b]pyridazin-3-yl]pyrid-2-ylamine). RXN SMILES: [NH2:1][C:2]1[CH:7]=[C:6]([C:8]2[N:12]3[N:13]=[C:14]([N:17]4[CH2:21][CH:20]5[CH2:22][N:23](C(OCCCC)=O)[CH2:24][CH:19]5[CH2:18]4)[CH:15]=[CH:16][C:11]3=[N:10][C:9]=2[C:32]2[CH:37]=[CH:36][C:35]([Cl:38])=[CH:34][CH:33]=2)[CH:5]=[CH:4][N:3]=1.Cl>ClCCl>[Cl:38][C:35]1[CH:36]=[CH:37][C:32]([C:9]2[N:10]=[C:11]3[CH:16]=[CH:15][C:14]([N:17]4[CH2:21][CH:20]5[CH:19]([CH2:24][NH:23][CH2:22]5)[CH2:18]4)=[N:13][N:12]3[C:8]=2[C:6]2[CH:5]=[CH:4][N:3]=[C:2]([NH2:1])[CH:7]=2)=[CH:33][CH:34]=1. Procedure: To a solution of 0.16 g (0.29 mmol) of tent-butyl 5-[3-(2-aminopyrid-4-yl)-2-(4-chlorophenyl)-imidazo[1,2-b]pyridazin-6-yl]hexahydropyrrolo[3,4-c]pyrrole-2-carboxylate in 3 mL of dichloromethane are added 1.5 mL (18 mmol) of concentrated hydrochloric acid. After stirring for 1 hour at room temperature, the solvent is evaporated off under reduced pressure, the oily residue is taken up with aqueous ammonia and the product is extracted with dichloromethane. The organic phase is filtered on a hydrop... Reactants: CC(C)(C)OC(N)=O, O=C([O-])[O-], C1CCOC1, CC(C)(C)OC(=O)Nc1ccc(Oc2ccnc(Cl)n2)c2ccccc12, [Cs+], [Cs+], O=C(C=Cc1ccccc1)C=Cc1ccccc1, O=C(C=Cc1ccccc1)C=Cc1ccccc1, O=C(C=Cc1ccccc1)C=Cc1ccccc1, [Pd], [Pd]. Yields the product CC(C)(C)OC(=O)Nc1nccc(Oc2ccc(NC(=O)OC(C)(C)C)c3ccccc23)n1. RXN SMILES: [C:1]([NH2:2])([O:3][C:4]([CH3:5])([CH3:6])[CH3:7])=[O:8].[C:35](=[O:36])([O-:37])[O-:38].[CH2:41]1[O:42][CH2:43][CH2:44][CH2:45]1.[Cl:9][c:10]1[n:11][cH:12][cH:13][c:14]([O:16][c:17]2[cH:18][cH:19][c:20]([NH:27][C:28]([O:29][C:30]([CH3:31])([CH3:32])[CH3:33])=[O:34])[c:21]3[cH:22][cH:23][cH:24][cH:25][c:26]23)[n:15]1.[Cs+:39].[Cs+:40].[O:48]=[C:49]([CH:50]=[CH:51][c:52]1[cH:53][cH:54][cH:55][cH:56][cH:57]1)[CH:58]=[CH:59][c:60]1[cH:61][cH:62][cH:63][cH:64][cH:65]1.[O:66]=[C:67]([CH:68]=[CH:69][c:70]1[cH:71][cH:72][cH:73][cH:74][cH:75]1)[CH:76]=[CH:77][c:78]1[cH:79][cH:80][cH:81][cH:82][cH:83]1.[O:84]=[C:85]([CH:86]=[CH:87][c:88]1[cH:89][cH:90][cH:91][cH:92][cH:93]1)[CH:94]=[CH:95][c:96]1[cH:97][cH:98][cH:99][cH:100][cH:101]1.[Pd:46].[Pd:47]>>[C:1]([NH:2][c:10]1[n:11][cH:12][cH:13][c:14]([O:16][c:17]2[cH:18][cH:19][c:20]([NH:27][C:28]([O:29][C:30]([CH3:31])([CH3:32])[CH3:33])=[O:34])[c:21]3[cH:22][cH:23][cH:24][cH:25][c:26]23)[n:15]1)([O:3][C:4]([CH3:5])([CH3:6])[CH3:7])=[O:8]. Starting materials: COC(=O)N=NC(=O)OC, OCc1ccc(C=CC2CC2)s1, O=C1NC(=O)c2ccccc21, C1CCOC1, O, c1ccc(P(c2ccccc2)c2ccccc2)cc1. Yields the product O=C1c2ccccc2C(=O)N1Cc1ccc(C=CC2CC2)s1. As a reaction SMILES: [CH3:43][O:44][C:45]([N:46]=[N:47][C:48]([O:49][CH3:50])=[O:51])=[O:52].[CH:1]1([CH:4]=[CH:5][c:6]2[cH:7][cH:8][c:9]([CH2:11][OH:12])[s:10]2)[CH2:2][CH2:3]1.[O:32]=[C:33]1[NH:34][C:35](=[O:36])[c:37]2[cH:38][cH:39][cH:40][cH:41][c:42]21.[O:53]1[CH2:54][CH2:55][CH2:56][CH2:57]1.[OH2:58].[c:13]1([P:14]([c:15]2[cH:16][cH:17][cH:18][cH:19][cH:20]2)[c:21]2[cH:22][cH:23][cH:24][cH:25][cH:26]2)[cH:27][cH:28][cH:29][cH:30][cH:31]1>>[CH:1]1([CH:4]=[CH:5][c:6]2[cH:7][cH:8][c:9]([CH2:11][N:34]3[C:33](=[O:32])[c:42]4[c:37]([cH:38][cH:39][cH:40][cH:41]4)[C:35]3=[O:36])[s:10]2)[CH2:2][CH2:3]1.